This data is from the Open Reaction Database (ORD), a public repository of structured organic reaction records. The task is: describe an organic reaction: reactants, conditions, products, and yield Reported procedure: The preparation was carried out as already described starting from 100 mg (0.28 mmol) of 4-[2-(5,5,8,8-tetramethyl-5,6,7,8-tetrahydronaphthalen-2-yl)thiazol-4-yl]piperidine hydrochloride (preparation already described above) and 61 μl (0.42 mmol) of 4-bromobutyl acetate. The protecting group was cleaved off by means of a 1N NaOH solution in methanol. The product was purified by means of preparative HPLC and is in the form of the hydrochloride. RXN SMILES: Cl.[CH3:2][C:3]1([CH3:26])[CH2:12][CH2:11][C:10]([CH3:14])([CH3:13])[C:9]2[CH:8]=[C:7]([C:15]3[S:16][CH:17]=[C:18]([CH:20]4[CH2:25][CH2:24][NH:23][CH2:22][CH2:21]4)[N:19]=3)[CH:6]=[CH:5][C:4]1=2.C([O:30][CH2:31][CH2:32][CH2:33][CH2:34]Br)(=O)C.[OH-].[Na+]>CO>[CH3:2][C:3]1([CH3:26])[CH2:12][CH2:11][C:10]([CH3:13])([CH3:14])[C:9]2[CH:8]=[C:7]([C:15]3[S:16][CH:17]=[C:18]([CH:20]4[CH2:25][CH2:24][N:23]([CH2:34][CH2:33][CH2:32][CH2:31][OH:30])[CH2:22][CH2:21]4)[N:19]=3)[CH:6]=[CH:5][C:4]1=2 |f:0.1,3.4|. Solvent: CO (methanol). Yields the product CC1(C=2C=CC(=CC2C(CC1)(C)C)C=1SC=C(N1)C1CCN(CC1)CCCCO)C (4-{4-[2-(5,5,8,8-tetramethyl-5,6,7,8-tetrahydronaphthalen-2-yl)thiazol-4-yl]piperidin-1-yl}butan-1-ol). Starting materials: Cl.CC1(C=2C=CC(=CC2C(CC1)(C)C)C=1SC=C(N1)C1CCNCC1)C (4-[2-(5,5,8,8-tetramethyl-5,6,7,8-tetrahydronaphthalen-2-yl)thiazol-4-yl]piperidine hydrochloride), C(C)(=O)OCCCCBr (4-bromobutyl acetate), [OH-].[Na+] (NaOH). Starting materials: N(=O)[O-].[Na+] (sodium nitrite), stannous chloride, FC1=CC=C(C=C1)S(=O)(=O)C1=CC=C(C=C1)N (4-[(4-Fluorophenyl)sulfonyl]phenylamine). Run in O (H2O), Cl (hydrochloric acid), Cl (hydrochloric acid). Reaction conditions: time 30 minute. Yields the product FC1=CC=C(C=C1)S(=O)(=O)C1=CC=C(C=C1)NN (1-[4-[(4-fluorophenyl)sulfonyl]phenyl]hydrazine). As a reaction SMILES: [F:1][C:2]1[CH:7]=[CH:6][C:5]([S:8]([C:11]2[CH:16]=[CH:15][C:14]([NH2:17])=[CH:13][CH:12]=2)(=[O:10])=[O:9])=[CH:4][CH:3]=1.[N:18]([O-])=O.[Na+]>Cl.O>[F:1][C:2]1[CH:7]=[CH:6][C:5]([S:8]([C:11]2[CH:16]=[CH:15][C:14]([NH:17][NH2:18])=[CH:13][CH:12]=2)(=[O:10])=[O:9])=[CH:4][CH:3]=1 |f:1.2|. Procedure: A mixture of 4-[(4-fluorophenyl)sulfonyl]phenylamine (IV, Step II, 3.10 g, 12.3 mmol) in concentrated hydrochloric acid (30 mL) at 0° is treated with sodium nitrite (934 mg, 13.5 mmol) in H2O (15 mL). After 30 min, the mixture is treated with stannous chloride (5.57 g, 24.7 mmol) in concentrated hydrochloric acid (15 mL). The mixture is stirred at 0° for 1 hr, and then at 20-25° for 1 hr. The precipitate is collected and slurried in H2O. The mixture is made basic (sodium hydroxide, 50%) and the ... Starting materials: C(=S)(Cl)Cl (thiophosgene), C(C)N(C1=CC(=C(N)C=C1F)F)CC (4-diethylamino-2,5-difluoroaniline), C([O-])([O-])=O.[K+].[K+] (potassium carbonate). Run in C(Cl)(Cl)Cl (chloroform), O (water). Yields the product C(C)N(C1=CC(=C(C=C1F)N=C=S)F)CC (4-diethylamino-2,5-difluorophenyl isothiocyanate). Isolated yield 101.6%. RXN SMILES: [C:1](Cl)(Cl)=[S:2].[CH2:5]([N:7]([CH2:17][CH3:18])[C:8]1[C:14]([F:15])=[CH:13][C:11]([NH2:12])=[C:10]([F:16])[CH:9]=1)[CH3:6].C(=O)([O-])[O-].[K+].[K+]>C(Cl)(Cl)Cl.O>[CH2:17]([N:7]([CH2:5][CH3:6])[C:8]1[C:14]([F:15])=[CH:13][C:11]([N:12]=[C:1]=[S:2])=[C:10]([F:16])[CH:9]=1)[CH3:18] |f:2.3.4|. Reported procedure: In a manner similar to Step A of Example 8, the reaction of 3.0 g (0.026 mole) of thiophosgene with 2.6 g (0.013 mole) of 4-diethylamino-2,5-difluoroaniline and 7.2 g (0.052 mole) of potassium carbonate in 100 ml of chloroform and 100 ml of water yielded 3.2 g of 4-diethylamino-2,5-difluorophenyl isothiocyanate. The nmr and ir spectra were consistent with the proposed structure. Starting materials: O.C([O-])(O)=O.[Na+] (sodium bicarbonate water), C(C)(C)[N-]C(C)C.[Li+] (Lithium diisopropylamide), FC(C1=CC(=C(C=C1)N1C=NC(=C1)C)OC)P(OCC)(OCC)=O (diethyl (fluoro-(3-methoxy-4-(4-methyl-1H-imidazol-1-yl)phenyl)methyl)phosphonate), C(C(=O)C)(=O)OC (Methyl pyruvate). Solvent: C(C)(=O)OCC (ethyl acetate), C1CCOC1 (THF). Run at temperature -78 celsius, time 2 hour. The product is FC(=C(C(=O)OC)C)C1=CC(=C(C=C1)N1C=NC(=C1)C)OC (methyl 3-fluoro-3-(3-methoxy-4-(4-methyl-1H-imidazol-1-yl)phenyl)-2-methylacrylate). Yield: 41.5%. As a reaction SMILES: C([N-]C(C)C)(C)C.[Li+].[F:9][CH:10](P(=O)(OCC)OCC)[C:11]1[CH:16]=[CH:15][C:14]([N:17]2[CH:21]=[C:20]([CH3:22])[N:19]=[CH:18]2)=[C:13]([O:23][CH3:24])[CH:12]=1.[C:33]([O:38][CH3:39])(=[O:37])[C:34]([CH3:36])=O.O.C(=O)(O)[O-].[Na+]>C1COCC1.C(OCC)(=O)C>[F:9][C:10]([C:11]1[CH:16]=[CH:15][C:14]([N:17]2[CH:21]=[C:20]([CH3:22])[N:19]=[CH:18]2)=[C:13]([O:23][CH3:24])[CH:12]=1)=[C:34]([CH3:36])[C:33]([O:38][CH3:39])=[O:37] |f:0.1,4.5.6|. Reported procedure: Diethyl (fluoro-(3-methoxy-4-(4-methyl-1H-imidazol-1-yl)phenyl)methyl)phosphonate (1.1 g) was obtained from 3-methoxy-4-(4-methyl-1H-imidazol-1-yl)benzaldehyde (1 g) in accordance with the method described in Tetrahedron Letters, 1996, vol. 37, no. 5, p. 629. Lithium diisopropylamide (1.5 M solution in THF, 0.25 mL) was added to a solution of the resulting diethyl (fluoro-(3-methoxy-4-(4-methyl-1H-imidazol-1-yl)phenyl)methyl)phosphonate (110 mg) in THF at −78° C., and the reaction solution was s... The reactants are Cl (hydrochloric acid), N[C@@](CC)(C)C(=O)O (racemic isovaline), [OH-].[Na+] (sodium hydroxide), ClCC(=O)Cl (chloroacetyl chloride), [OH-].[Na+] (sodium hydroxide). Yields the product ClCC(=O)N[C@@](CC)(C)C(=O)O (racemic N-chloroacetylisovaline). Isolated yield 78.4%. RXN SMILES: [NH2:1][C@:2]([C:6]([OH:8])=[O:7])([CH3:5])[CH2:3][CH3:4].[OH-].[Na+].[Cl:11][CH2:12][C:13](Cl)=[O:14].Cl>>[Cl:11][CH2:12][C:13]([NH:1][C@:2]([C:6]([OH:8])=[O:7])([CH3:5])[CH2:3][CH3:4])=[O:14] |f:1.2|. Procedure details: To a well-stirred mixture chilled to 0° C. to 5° C. (ice bath) of racemic isovaline ((R,S) 2-amino-2-methylbutanoic acid) (350 g, 2.99 mole) and 2N aqueous sodium hydroxide (1.5 L) were added simultaneously chloroacetyl chloride (373 g, 3.31 mole) and 2N aqueous sodium hydroxide (1,718 ml, 3.44 mole) over 1.5 hours . The base was added at such a rate as to keep the reaction mixture basic at all times. The reaction mixture was warmed up to room temperature, treated with concentrated aqueous hydro... Reactants: FC1=CC=C(C=C1)C(O)(C=1N(C=CN1)COC)C1=CC=C(C=C1)F (α,α-bis(p-fluorophenyl)-1-(methoxymethyl)imidazole-2-methanol), C(C1=CC=CC=C1)OCN1C(=NC=C1)C(O)(C1=CC=CC=C1)C1=CC=C(C=C1)Cl (1-[(benzyloxy)-methyl]-α-(p-chlorophenyl)-α-phenylimidazole-2-methanol). The product is FC1=CC=C(C=C1)C(O)(C=1NC=CN1)C1=CC=C(C=C1)F (α,α-bis(p-fluorophenyl)imidazole-2-methanol). RXN SMILES: [F:1][C:2]1[CH:7]=[CH:6][C:5]([C:8]([C:18]2[CH:23]=[CH:22][C:21]([F:24])=[CH:20][CH:19]=2)([C:10]2[N:11](COC)[CH:12]=[CH:13][N:14]=2)[OH:9])=[CH:4][CH:3]=1.C(OCN1C=CN=C1C(C1C=CC(Cl)=CC=1)(C1C=CC=CC=1)O)C1C=CC=CC=1>>[F:1][C:2]1[CH:3]=[CH:4][C:5]([C:8]([C:18]2[CH:23]=[CH:22][C:21]([F:24])=[CH:20][CH:19]=2)([C:10]2[NH:14][CH:13]=[CH:12][N:11]=2)[OH:9])=[CH:6][CH:7]=1. Procedure details: Using the procedure described in Example VIC but substituting an equivalent amount of α,α-bis(p-fluorophenyl)-1-(methoxymethyl)imidazole-2-methanol for the 1-[(benzyloxy)-methyl]-α-(p-chlorophenyl)-α-phenylimidazole-2-methanol, α,α-bis(p-fluorophenyl)imidazole-2-methanol was obtained. Melting point 198°-200° C. Reactants: CC(=O)O, [BH3-]C#N, C=O, C1CCOC1, CO, CC(C)Oc1cc2c(cc1[N+](=O)[O-])C(=O)C(C1CCNCC1)C2, [Na+]. Yields the product CC(C)Oc1cc2c(cc1[N+](=O)[O-])C(=O)C(C1CCN(C)CC1)C2. As a reaction SMILES: [C:26]([OH:27])(=[O:28])[CH3:29].[C:30]([BH3-:31])#[N:32].[CH2:24]=[O:25].[CH2:34]1[O:35][CH2:36][CH2:37][CH2:38]1.[CH3:39][OH:40].[CH:1]([CH3:2])([CH3:3])[O:4][c:5]1[cH:6][c:7]2[c:11]([cH:12][c:13]1[N+:14](=[O:15])[O-:16])[C:10](=[O:17])[CH:9]([CH:18]1[CH2:19][CH2:20][NH:21][CH2:22][CH2:23]1)[CH2:8]2.[Na+:33]>>[CH:1]([CH3:2])([CH3:3])[O:4][c:5]1[cH:6][c:7]2[c:11]([cH:12][c:13]1[N+:14](=[O:15])[O-:16])[C:10](=[O:17])[CH:9]([CH:18]1[CH2:19][CH2:20][N:21]([CH3:26])[CH2:22][CH2:23]1)[CH2:8]2. The reactants are ClC1=C(C=C(C(=O)C2=CC=CC=C2)C=C1)[N+](=O)[O-] (4-chloro-3-nitrobenzophenone), C(=O)(OC(C)(C)C)NC1CCNCC1 (4-(N-Boc-amino) piperidine), TEA. The solvent is CN1CCCC1=O (NMP). The product is C(C1=CC=CC=C1)(=O)C1=CC(=C(C=C1)N1CCC(CC1)NC(OC(C)(C)C)=O)[N+](=O)[O-] (tert-butyl 1-(4-benzoyl-2-nitro phenyl)piperidin-4-ylcarbamate). Isolated yield 95.0%. As a reaction SMILES: Cl[C:2]1[CH:15]=[CH:14][C:5]([C:6]([C:8]2[CH:13]=[CH:12][CH:11]=[CH:10][CH:9]=2)=[O:7])=[CH:4][C:3]=1[N+:16]([O-:18])=[O:17].[C:19]([NH:26][CH:27]1[CH2:32][CH2:31][NH:30][CH2:29][CH2:28]1)([O:21][C:22]([CH3:25])([CH3:24])[CH3:23])=[O:20]>CN1C(=O)CCC1>[C:6]([C:5]1[CH:14]=[CH:15][C:2]([N:30]2[CH2:29][CH2:28][CH:27]([NH:26][C:19](=[O:20])[O:21][C:22]([CH3:24])([CH3:23])[CH3:25])[CH2:32][CH2:31]2)=[C:3]([N+:16]([O-:18])=[O:17])[CH:4]=1)(=[O:7])[C:8]1[CH:13]=[CH:12][CH:11]=[CH:10][CH:9]=1. Reported procedure: Method 1 was followed using 4-chloro-3-nitrobenzophenone (1.0 eq), 4-(N-Boc-amino) piperidine (1.1 eq), and TEA (2.0 eq) in NMP yielding tert-butyl 1-(4-benzoyl-2-nitro phenyl)piperidin-4-ylcarbamate (95%). LCMS (m/z): 426.2 (MH+); LC Rt=3.46 min. The reactants are CC(=O)O[BH-](OC(C)=O)OC(C)=O, O=C([O-])O, ClCCl, CC(=O)O, CCOC(=O)c1cn(C)c2c(C)c(C=O)sc2c1=O, ClCCCl, [Na+], [Na+]. Product: CCOC(=O)c1cn(C)c2c(C)c(CO)sc2c1=O. As a reaction SMILES: [C:24]([O:25][BH-:26]([O:27][C:28](=[O:29])[CH3:30])[O:31][C:32](=[O:33])[CH3:34])(=[O:35])[CH3:36].[C:38](=[O:39])([OH:40])[O-:41].[CH2:47]([Cl:48])[Cl:49].[CH3:20][C:21](=[O:22])[OH:23].[CH:1](=[O:2])[c:3]1[c:4]([CH3:19])[c:5]2[n:6]([CH3:18])[cH:7][c:8]([C:13](=[O:14])[O:15][CH2:16][CH3:17])[c:9](=[O:12])[c:10]2[s:11]1.[Cl:43][CH2:44][CH2:45][Cl:46].[Na+:37].[Na+:42]>>[CH2:1]([OH:2])[c:3]1[c:4]([CH3:19])[c:5]2[n:6]([CH3:18])[cH:7][c:8]([C:13](=[O:14])[O:15][CH2:16][CH3:17])[c:9](=[O:12])[c:10]2[s:11]1. RXN SMILES: C([N-]C(C)C)(C)C.[Li+].[CH2:9]([O:11][C:12]([CH:14]1[CH2:26][CH2:25][N:17]2[C:18]3[C:23]([CH:24]=[C:16]2[CH2:15]1)=[CH:22][CH:21]=[CH:20][CH:19]=3)=[O:13])[CH3:10].Cl[C:28]([O:30][CH2:31][CH3:32])=[O:29]>C1COCC1>[CH2:9]([O:11][C:12]([C:14]1([C:28]([O:30][CH2:31][CH3:32])=[O:29])[CH2:26][CH2:25][N:17]2[C:18]3[C:23]([CH:24]=[C:16]2[CH2:15]1)=[CH:22][CH:21]=[CH:20][CH:19]=3)=[O:13])[CH3:10] |f:0.1|. Procedure: To a -78° C. THF (12 mL) solution of lithium diisopropylamide (generated in situ from diisopropylamine (3.8 mL) and 15% n-butyl lithium in hexane (17 mL) at 0° C.) was added dropwise a THF solution of 6,7,8,9-tetrahydropyrido[1,2-a]indole-8-carboxylic acid ethyl ester. After 30 minutes, the temperature was brought to 0° C. After 1 hour, ethyl chloroformate (2.6 mL) was added over one hour. The reaction was allowed to come to room temperature overnight. The reaction was quenched with saturated NH... The product is C(C)OC(=O)C1(CC=2N(C3=CC=CC=C3C2)CC1)C(=O)OCC (6,7,8,9-tetrahydropyrido[1,2-a]indole-8,8-dicarboxylic acid diethyl ester). Reactants: crystals, ClC(=O)OCC (ethyl chloroformate), C(C)(C)[N-]C(C)C.[Li+] (lithium diisopropylamide), C(C)OC(=O)C1CC=2N(C3=CC=CC=C3C2)CC1 (6,7,8,9-tetrahydropyrido[1,2-a]indole-8-carboxylic acid ethyl ester). Isolated yield 33.0%. Solvent: C1CCOC1 (THF), C1CCOC1 (THF). Reaction conditions: time 30 minute.